Dataset: the Open Reaction Database (ORD), a public repository of structured organic reaction records. Task: describe an organic reaction: reactants, conditions, products, and yield Reported procedure: To a solution of the product from step b) (0.30 g) in dry toluene (60 ml) was added p-toluene sulphonic acid (50 mg) and the solution heated under reflux for 11 hours. The resultant solid was collected by filtration, washed with ether and dried to give the subtitle compound as a colourless solid (0.290 g) The reactants are NC1=C(C(N=C(N1)SCC1=CC=CC=C1)=O)SCC(=O)OCC ([[6-amino-1,4-dihydro-4-oxo-2-[(phenylmethyl)thio]-5-pyrimidinyl]thio]-acetic acid, ethyl ester), C1(=CC=C(C=C1)S(=O)(=O)O)C (p-toluene sulphonic acid). Yields the product C1(=CC=CC=C1)CSC1=NC(C=2SCC(NC2N1)=O)=O (2-[(Phenylmethyl)thio]-1H-pyrimido[5,4-b][1,4]thiazine-4,7(6H,8H)-dione). As a reaction SMILES: [NH2:1][C:2]1[NH:7][C:6]([S:8][CH2:9][C:10]2[CH:15]=[CH:14][CH:13]=[CH:12][CH:11]=2)=[N:5][C:4](=[O:16])[C:3]=1[S:17][CH2:18][C:19]([O:21]CC)=O.C1(C)C=CC(S(O)(=O)=O)=CC=1>C1(C)C=CC=CC=1>[C:10]1([CH2:9][S:8][C:6]2[NH:7][C:2]3[NH:1][C:19](=[O:21])[CH2:18][S:17][C:3]=3[C:4](=[O:16])[N:5]=2)[CH:15]=[CH:14][CH:13]=[CH:12][CH:11]=1. Run in C1(=CC=CC=C1)C (toluene). Starting materials: ClC1=C(C=C(C=C1)NC(C1=C(N=C(C=C1)C(F)(F)F)C)=O)C1=NC=C(C=C1)O[Si](C(C)C)(C(C)C)C(C)C (N-(4-chloro-3-(5-(triisopropylsilyloxy)pyridin-2-yl)phenyl)-2-methyl-6-(trifluoromethyl)nicotinamide), CCCC[N+](CCCC)(CCCC)CCCC.[F-] (TBAF). The solvent is C1CCOC1 (THF). Yields the product ClC1=C(C=C(C=C1)NC(C1=C(N=C(C=C1)C(F)(F)F)C)=O)C1=NC=C(C=C1)O (N-(4-chloro-3-(5-hydroxypyridin-2-yl)phenyl)-2-methyl-6-(trifluoromethyl)nicotinamide). Reaction SMILES: [Cl:1][C:2]1[CH:7]=[CH:6][C:5]([NH:8][C:9](=[O:21])[C:10]2[CH:15]=[CH:14][C:13]([C:16]([F:19])([F:18])[F:17])=[N:12][C:11]=2[CH3:20])=[CH:4][C:3]=1[C:22]1[CH:27]=[CH:26][C:25]([O:28][Si](C(C)C)(C(C)C)C(C)C)=[CH:24][N:23]=1.CCCC[N+](CCCC)(CCCC)CCCC.[F-]>C1COCC1>[Cl:1][C:2]1[CH:7]=[CH:6][C:5]([NH:8][C:9](=[O:21])[C:10]2[CH:15]=[CH:14][C:13]([C:16]([F:18])([F:17])[F:19])=[N:12][C:11]=2[CH3:20])=[CH:4][C:3]=1[C:22]1[CH:27]=[CH:26][C:25]([OH:28])=[CH:24][N:23]=1 |f:1.2|. Procedure: 3-(triisopropylsilyloxy)pyridine (2.66 mmol) was used in Procedure J with hexamethyldistannane to yield 5-(triisopropylsilyloxy)-2-(trimethylstannyl)pyridine. The crude material (˜0.55 mmol) was used in Procedure K with N-(4-chloro-3-iodophenyl)-2-methyl-6-(trifluoromethyl)nicotinamide (0.17 mmol). Purified by silica gel chromatography (0-40% ethyl acetate/hexane) to yield N-(4-chloro-3-(5-(triisopropylsilyloxy)pyridin-2-yl)phenyl)-2-methyl-6-(trifluoromethyl)nicotinamide as a yellow oil. N-(4-c...